Dataset: the Open Reaction Database (ORD), a public repository of structured organic reaction records. Task: describe an organic reaction: reactants, conditions, products, and yield Reactants: NC=1C(=NC=CN1)C#N (3-amino-2-pyrazinecarbonitrile), C(C1=CC=CC=C1)SCC(=N)N (2-(benzylthio)acetamidine). The solvent is C(C)O (ethanol). Yields the product NC1=NC(=NC2=NC=CN=C12)CSCC1=CC=CC=C1 (4-Amino-2-(benzylthiomethyl)pteridine). As a reaction SMILES: [NH2:1][C:2]1[C:3]([C:8]#[N:9])=[N:4][CH:5]=[CH:6][N:7]=1.[CH2:10]([S:17][CH2:18][C:19](N)=[NH:20])[C:11]1[CH:16]=[CH:15][CH:14]=[CH:13][CH:12]=1>C(O)C>[NH2:9][C:8]1[C:3]2[C:2](=[N:7][CH:6]=[CH:5][N:4]=2)[N:1]=[C:19]([CH2:18][S:17][CH2:10][C:11]2[CH:16]=[CH:15][CH:14]=[CH:13][CH:12]=2)[N:20]=1. Reported procedure: A suspension of 2.3 g (0.019 mole) of 3-amino-2-pyrazinecarbonitrile and 5.2 g (0.029 mole) of 2-(benzylthio)acetamidine [prepared according to J. M. McManus, J. Heterocycl. Chem. 1968, 5, 137] in 150 ml of absolute ethanol is refluxed for 2 hours. After cooling, the solution obtained is concentrated to dryness under reduced pressure. The residue is washed with isopropyl ether and dried under reduced pressure. An amorphous solid is obtained, and is used in the next step without further purificat... Reactants: CCc1sc(C(=O)O)c(-c2ccc(-c3nccs3)cc2)c1C#N, O=C(Cl)C(=O)Cl, ClCCl, N, CN(C)C=O, C1COCCO1. Product: CCc1sc(C(N)=O)c(-c2ccc(-c3nccs3)cc2)c1C#N. Reaction SMILES: [C:7](#[N:8])[c:9]1[c:10](-[c:19]2[cH:20][cH:21][c:22](-[c:25]3[s:26][cH:27][cH:28][n:29]3)[cH:23][cH:24]2)[c:11]([C:16](=[O:17])[OH:18])[s:12][c:13]1[CH2:14][CH3:15].[Cl:1][C:2]([C:3]([Cl:4])=[O:5])=[O:6].[Cl:36][CH2:37][Cl:38].[NH3:35].[O:30]=[CH:31][N:32]([CH3:33])[CH3:34].[O:39]1[CH2:40][CH2:41][O:42][CH2:43][CH2:44]1>>[C:7](#[N:8])[c:9]1[c:10](-[c:19]2[cH:20][cH:21][c:22](-[c:25]3[s:26][cH:27][cH:28][n:29]3)[cH:23][cH:24]2)[c:11]([C:16](=[O:17])[NH2:32])[s:12][c:13]1[CH2:14][CH3:15]. The reactants are COC(=O)C=Cc1cccc(O)c1, CCCCCCC, ClCc1csc(-c2ccccc2)n1, [H-], [Na+], CN(C)C=O. Product: COC(=O)C=Cc1cccc(OCc2csc(-c3ccccc3)n2)c1. As a reaction SMILES: [CH3:1][O:2][C:3]([CH:4]=[CH:5][c:6]1[cH:7][c:8]([OH:12])[cH:9][cH:10][cH:11]1)=[O:13].[CH3:34][CH2:35][CH2:36][CH2:37][CH2:38][CH2:39][CH3:40].[Cl:16][CH2:17][c:18]1[n:19][c:20](-[c:23]2[cH:24][cH:25][cH:26][cH:27][cH:28]2)[s:21][cH:22]1.[H-:15].[Na+:14].[O:29]=[CH:30][N:31]([CH3:32])[CH3:33]>>[CH3:1][O:2][C:3]([CH:4]=[CH:5][c:6]1[cH:7][c:8]([O:12][CH2:17][c:18]2[n:19][c:20](-[c:23]3[cH:24][cH:25][cH:26][cH:27][cH:28]3)[s:21][cH:22]2)[cH:9][cH:10][cH:11]1)=[O:13]. Starting materials: CC1(C)C(C(=O)c2cn(CCCOCc3ccccc3)c3ccccc23)C1(C)C, CCO. Product: CC1(C)C(C(=O)c2cn(CCCO)c3ccccc23)C1(C)C. RXN SMILES: [CH2:1]([c:2]1[cH:3][cH:4][cH:5][cH:6][cH:7]1)[O:8][CH2:9][CH2:10][CH2:11][n:12]1[cH:13][c:14]([C:21](=[O:22])[CH:23]2[C:24]([CH3:28])([CH3:29])[C:25]2([CH3:26])[CH3:27])[c:15]2[cH:16][cH:17][cH:18][cH:19][c:20]12.[CH3:30][CH2:31][OH:32]>>[OH:8][CH2:9][CH2:10][CH2:11][n:12]1[cH:13][c:14]([C:21](=[O:22])[CH:23]2[C:24]([CH3:28])([CH3:29])[C:25]2([CH3:26])[CH3:27])[c:15]2[cH:16][cH:17][cH:18][cH:19][c:20]12. Reactants: C(=O)([O-])[O-].[K+].[K+] (K2CO3), [N+](=O)(O)[O-] (Nitric Acid), COC=1C=CC2=C(CCN(CC2C)C(C(F)(F)F)=O)N1 (2-methoxy-5-methyl-7-(trifluoroacetyl)-6,7,8,9-tetrahydro-5H-pyrido[2,3-d]azepine), O (water). Run in OS(=O)(=O)O (H2SO4). The product is COC=1C(=CC2=C(CCN(CC2C)C(C(F)(F)F)=O)N1)[N+](=O)[O-] (2-methoxy-5-methyl-3-nitro-7-(trifluoroacetyl)-6,7,8,9-tetrahydro-5H-pyrido[2,3-d]azepine). Yield: 77.0%. RXN SMILES: [N+:1]([O-:4])(O)=[O:2].[CH3:5][O:6][C:7]1[CH:8]=[CH:9][C:10]2[CH:16]([CH3:17])[CH2:15][N:14]([C:18](=[O:23])[C:19]([F:22])([F:21])[F:20])[CH2:13][CH2:12][C:11]=2[N:24]=1.O.C([O-])([O-])=O.[K+].[K+]>OS(O)(=O)=O>[CH3:5][O:6][C:7]1[C:8]([N+:1]([O-:4])=[O:2])=[CH:9][C:10]2[CH:16]([CH3:17])[CH2:15][N:14]([C:18](=[O:23])[C:19]([F:22])([F:20])[F:21])[CH2:13][CH2:12][C:11]=2[N:24]=1 |f:3.4.5|. Procedure details: Nitric Acid (200 μl) was added dropwise to a stirred solution of 2-methoxy-5-methyl-7-(trifluoroacetyl)-6,7,8,9-tetrahydro-5H-pyrido[2,3-d]azepine (174 mg, 604 μmol) in H2SO4 (1.5 ml). The reaction mixture was added into cold water after 3 d of stirring at room temperature. K2CO3 was added to neutralize the mixture to pH=8. After extraction with EtOAc, the organic layer was dried over Na2SO4, concentrated in vacuo and purified by column chromatography to give 155 mg (77%) of 2-methoxy-5-methyl-3... Yields the product COCCN1Cc2c(cnc3c(NC(=O)c4c(Cl)cccc4Cl)cccc23)C1=O. As a reaction SMILES: [Br:1][CH2:2][c:3]1[c:4]([C:24](=[O:25])[O:26][CH2:27][CH3:28])[cH:5][n:6][c:7]2[c:8]([NH:13][C:14]([c:15]3[c:16]([Cl:22])[cH:17][cH:18][cH:19][c:20]3[Cl:21])=[O:23])[cH:9][cH:10][cH:11][c:12]12.[CH2:43]([Cl:44])[CH2:45][Cl:46].[CH3:29][O:30][CH2:31][CH2:32][NH2:33].[CH:34]([N:35]([CH:36]([CH3:37])[CH3:38])[CH2:39][CH3:40])([CH3:41])[CH3:42].[Cl:47][CH2:48][Cl:49]>>[CH2:2]1[c:3]2[c:4]([cH:5][n:6][c:7]3[c:8]([NH:13][C:14]([c:15]4[c:16]([Cl:22])[cH:17][cH:18][cH:19][c:20]4[Cl:21])=[O:23])[cH:9][cH:10][cH:11][c:12]23)[C:24](=[O:25])[N:33]1[CH2:32][CH2:31][O:30][CH3:29]. Starting materials: CCOC(=O)c1cnc2c(NC(=O)c3c(Cl)cccc3Cl)cccc2c1CBr, ClCCCl, COCCN, CCN(C(C)C)C(C)C, ClCCl. The reactants are ClC(Cl)Cl, CC(=O)NCc1ccc(CO)cc1, O=S(Cl)Cl. Product: CC(=O)NCc1ccc(CCl)cc1. Reaction SMILES: [CH:18]([Cl:19])([Cl:20])[Cl:21].[OH:1][CH2:2][c:3]1[cH:4][cH:5][c:6]([CH2:9][NH:10][C:11]([CH3:12])=[O:13])[cH:7][cH:8]1.[S:14]([Cl:15])([Cl:16])=[O:17]>>[CH2:2]([c:3]1[cH:4][cH:5][c:6]([CH2:9][NH:10][C:11]([CH3:12])=[O:13])[cH:7][cH:8]1)[Cl:16].